Dataset: the Open Reaction Database (ORD), a public repository of structured organic reaction records. Task: describe an organic reaction: reactants, conditions, products, and yield The reactants are C(C)(C)C=1N=C(SC1)CCC1=CC(=NC=C1)N (4-[2-(4-Isopropyl-1,3-thiazol-2-yl)ethyl]-2-aminopyridine), C(C)OC(=O)COC(C(=O)OCC)=C(N(C)C)OC (ethyl 2-ethoxycarbonylmethoxy-3-methoxy-3-dimethylaminopropenoate). Run in C=1(C(=CC=CC1)C)C (xylene). The product is C(C)(C)C=1N=C(SC1)CCC1=CC=2N(C(C(=CN2)OCC(=O)OCC)=O)C=C1 (Ethyl 2-{8-[2-(4-isopropyl-1,3-thiazol-2-yl)ethyl]-4-oxo-4H-pyrido[1,2-a]-pyrimidin-3-yloxy}acetate). The yield is 25.3%. As a reaction SMILES: [CH:1]([C:4]1[N:5]=[C:6]([CH2:9][CH2:10][C:11]2[CH:16]=[CH:15][N:14]=[C:13]([NH2:17])[CH:12]=2)[S:7][CH:8]=1)([CH3:3])[CH3:2].[CH2:18]([O:20][C:21]([CH2:23][O:24][C:25](=[C:31](OC)N(C)C)[C:26](OCC)=[O:27])=[O:22])[CH3:19]>C1(C)C(C)=CC=CC=1>[CH:1]([C:4]1[N:5]=[C:6]([CH2:9][CH2:10][C:11]2[CH:16]=[CH:15][N:14]3[C:26](=[O:27])[C:25]([O:24][CH2:23][C:21]([O:20][CH2:18][CH3:19])=[O:22])=[CH:31][N:17]=[C:13]3[CH:12]=2)[S:7][CH:8]=1)([CH3:3])[CH3:2]. Procedure details: 4-[2-(4-Isopropyl-1,3-thiazol-2-yl)ethyl]-2-aminopyridine (100 mg) and ethyl 2-ethoxycarbonylmethoxy-3-methoxy-3-dimethylaminopropenoate (150 mg) were heated at 140° C. in xylene (1 ml) for 7 hours with stirring. After the solvent was evaporated under reduced pressure, the residue was purified by silica gel column chromatography to obtain the title compound (41 mg). Starting materials: ClC=1C=C(C=CC1O)C=1C=C(C=2NC=3C=C(C=CC3C2N1)N1CCN(CC1)C)C(=O)OC (methyl 2-(3-chloro-4-hydroxyphenyl)-7-(4-methylpiperazin-1-yl)-5H-pyrido[3,2-b]indole-4-carboxylate), N (NH3). Solvent: CO (MeOH). Run at temperature 80 celsius. Yields the product ClC=1C=C(C=CC1O)C=1C=C(C=2NC=3C=C(C=CC3C2N1)N1CCN(CC1)C)C(=O)N (2-(3-chloro-4-hydroxyphenyl)-7-(4-methylpiperazin-1-yl)-5H-pyrido[3,2-b]indole-4-carboxamide). Yield: 74.0%. As a reaction SMILES: [Cl:1][C:2]1[CH:3]=[C:4]([C:9]2[CH:10]=[C:11]([C:29]([O:31]C)=O)[C:12]3[NH:13][C:14]4[CH:15]=[C:16]([N:22]5[CH2:27][CH2:26][N:25]([CH3:28])[CH2:24][CH2:23]5)[CH:17]=[CH:18][C:19]=4[C:20]=3[N:21]=2)[CH:5]=[CH:6][C:7]=1[OH:8].[NH3:33]>CO>[Cl:1][C:2]1[CH:3]=[C:4]([C:9]2[CH:10]=[C:11]([C:29]([NH2:33])=[O:31])[C:12]3[NH:13][C:14]4[CH:15]=[C:16]([N:22]5[CH2:23][CH2:24][N:25]([CH3:28])[CH2:26][CH2:27]5)[CH:17]=[CH:18][C:19]=4[C:20]=3[N:21]=2)[CH:5]=[CH:6][C:7]=1[OH:8]. Procedure: A mixture of methyl 2-(3-chloro-4-hydroxyphenyl)-7-(4-methylpiperazin-1-yl)-5H-pyrido[3,2-b]indole-4-carboxylate (100 mg, 0.222 mmol) and 7N NH3 in MeOH (5 mL) in a sealed microwave vessel was heated in an oil bath at 80° C. for 16 h. After cooling to RT, the solid was collected by filtration, and washed with MeOH, and air-dried to afford 2-(3-chloro-4-hydroxyphenyl)-7-(4-methylpiperazin-1-yl)-5H-pyrido[3,2-b]indole-4-carboxamide (75 mg, 0.16 mmol, 74% yield). MS (ESI) m/z 436.10 (M+H). Starting materials: C(C1=CC=CC=C1)OC=1C=C(C=CC1)C1=NN2C(C3=CC=CC=C3CC2)=N1 (2-(3-Benzyloxyphenyl)-5,6-dihydro-s-triazolo-[5,1-a]isoquinoline). The reagents and catalysts are [Pd] (Pd on charcoal). Run in C(C)O (ethanol). The product is OC=1C=C(C=CC1)C1=NN2C(C3=CC=CC=C3CC2)=N1 (2-(3-Hydroxyphenyl)-5,6-dihydro-s-triazolo[5,1-a]isoquinoline). As a reaction SMILES: C([O:8][C:9]1[CH:10]=[C:11]([C:15]2[N:27]=[C:18]3[C:19]4[C:24]([CH2:25][CH2:26][N:17]3[N:16]=2)=[CH:23][CH:22]=[CH:21][CH:20]=4)[CH:12]=[CH:13][CH:14]=1)C1C=CC=CC=1>[Pd].C(O)C>[OH:8][C:9]1[CH:10]=[C:11]([C:15]2[N:27]=[C:18]3[C:19]4[C:24]([CH2:25][CH2:26][N:17]3[N:16]=2)=[CH:23][CH:22]=[CH:21][CH:20]=4)[CH:12]=[CH:13][CH:14]=1. Procedure: 2-(3-Benzyloxyphenyl)-5,6-dihydro-s-triazolo-[5,1-a]isoquinoline (17.7 g.) is dissolved in 500 ml. of ethanol and hydrogenated at atmospheric pressure and room temperature in the presence of 3 g. of 10% Pd on charcoal. After filtration of the catalyst, the solution is concentrated to 100 ml. The product which precipitates on cooling is purified by crystallization from ethanol. Yield 10.1 g.; m.p. 201°-2° C. Reactants: NC1=C(C=C(C=C1)CC(=O)OC)Br (methyl 4-amino-3-bromophenylacetate), BrC1=C(C=CC=C1)N=C=O (2-bromophenyl isocyanate). The solvent is C1CCOC1 (THF). Reaction conditions: time 4 hour. Yields the product BrC=1C=C(C=CC1NC(=O)NC1=C(C=CC=C1)Br)CC(=O)OC (methyl 3-bromo-4-[N′-(2-bromophenyl)ureido]phenylacetate). The yield is 72.6%. As a reaction SMILES: [NH2:1][C:2]1[CH:7]=[CH:6][C:5]([CH2:8][C:9]([O:11][CH3:12])=[O:10])=[CH:4][C:3]=1[Br:13].[Br:14][C:15]1[CH:20]=[CH:19][CH:18]=[CH:17][C:16]=1[N:21]=[C:22]=[O:23]>C1COCC1>[Br:13][C:3]1[CH:4]=[C:5]([CH2:8][C:9]([O:11][CH3:12])=[O:10])[CH:6]=[CH:7][C:2]=1[NH:1][C:22]([NH:21][C:16]1[CH:17]=[CH:18][CH:19]=[CH:20][C:15]=1[Br:14])=[O:23]. Procedure details: To a mixture of methyl 4-amino-3-bromophenylacetate (587 mg, 2.40 mmol) and 2-bromophenyl isocyanate (0.30 ml, 2.40 mmol) in THF (2 ml) was added Et3 N (33 ml, 0.24 mmol) at room temperature. After 4 h stirring, the reaction mixture was concentrated in vacuo. The residue was triturated by the addition of n-hexane to give methyl 3-bromo-4-[N′-(2-bromophenyl)ureido]phenylacetate (770 mg, 73%) as a pale brown powder. 1H-NMR (CDCl3) δ 3.55 (s, 2H), 3.70 (s, 3H), 6.97 (dd, J=7.3, 1.5 Hz, 1H), 7.22 (d... The reactants are [BH3-]C#N, C=O, CC(C)=O, CO, CCCC1CC(N)CCC1N1CCC(NC(=O)OCc2ccccc2)C1=O, [Na+]. Product: CCCC1CC(N(C)C(C)C)CCC1N1CCC(NC(=O)OCc2ccccc2)C1=O. RXN SMILES: [C:32]([BH3-:33])#[N:34].[CH2:36]=[O:37].[CH3:28][C:29]([CH3:30])=[O:31].[CH3:38][OH:39].[NH2:1][CH:2]1[CH2:3][CH:4]([CH2:25][CH2:26][CH3:27])[CH:5]([N:8]2[C:9](=[O:24])[CH:10]([NH:13][C:14]([O:15][CH2:16][c:17]3[cH:18][cH:19][cH:20][cH:21][cH:22]3)=[O:23])[CH2:11][CH2:12]2)[CH2:6][CH2:7]1.[Na+:35]>>[N:1]([CH:2]1[CH2:3][CH:4]([CH2:25][CH2:26][CH3:27])[CH:5]([N:8]2[C:9](=[O:24])[CH:10]([NH:13][C:14]([O:15][CH2:16][c:17]3[cH:18][cH:19][cH:20][cH:21][cH:22]3)=[O:23])[CH2:11][CH2:12]2)[CH2:6][CH2:7]1)([CH:29]([CH3:28])[CH3:30])[CH3:32]. Starting materials: C(C)C(CC)NC1=C(C(=NC(=C1)C)NC1=C(C=C(C=C1C)C)C)N (N4-(1-ethyl-propyl)-6-methyl-N2-(2,4,6-trimethyl-phenyl)-pyridine-2,3,4-triamine), C(C)(OC)(OC)OC (trimethyl orthoacetate), O.C1(=CC=C(C=C1)S(=O)(=O)O)C (p-toluenesulfonic acid monohydrate). The solvent is C1(=CC=CC=C1)C (toluene). The product is CC1=NC=2C(=NC(=CC2NC(CC)CC)C)N1C1=C(C=C(C=C1C)C)C ([2,5-Dimethyl-3-(2,4,6-trimethyl-phenyl)-3H-imidazo[4,5-b]pyridin-7-yl]-(1-ethyl-propyl)-amine). As a reaction SMILES: [CH2:1]([CH:3]([NH:6][C:7]1[CH:12]=[C:11]([CH3:13])[N:10]=[C:9]([NH:14][C:15]2[C:20]([CH3:21])=[CH:19][C:18]([CH3:22])=[CH:17][C:16]=2[CH3:23])[C:8]=1[NH2:24])[CH2:4][CH3:5])[CH3:2].[C:25](OC)(OC)(OC)[CH3:26].O.C1(C)C=CC(S(O)(=O)=O)=CC=1>C1(C)C=CC=CC=1>[CH3:25][C:26]1[N:14]([C:15]2[C:20]([CH3:21])=[CH:19][C:18]([CH3:22])=[CH:17][C:16]=2[CH3:23])[C:9]2=[N:10][C:11]([CH3:13])=[CH:12][C:7]([NH:6][CH:3]([CH2:4][CH3:5])[CH2:1][CH3:2])=[C:8]2[N:24]=1 |f:2.3|. Procedure details: A mixture of N4-(1-ethyl-propyl)-6-methyl-N2-(2,4,6-trimethyl-phenyl)-pyridine-2,3,4-triamine (250 mg, 0.77 mmol), trimethyl orthoacetate (0.184 g, 1.532 mmol), p-toluenesulfonic acid monohydrate (0.01 g) in toluene was heated at reflux using Dean-Stark apparatus for 3 hours. The mixture was quenched with water, brine, extracted with ethyl acetate. The organic layer was separated, dried (MgSO4) and concentrated to dryness. After purification, the title compound was obtained as a white crystal, m... Starting materials: C(C)(=O)NCCC[C@@](O)(C1=CC(=CC=C1)Cl)[C@H]1CN(CCC1)C(=O)OC(C)(C)C ((R)-tert-butyl 3-((S)-4-acetamido-1-(3-chlorophenyl)-1-hydroxybutyl)-piperidine-1-carboxylate). Run in CC#N (CH3CN), Cl (HCl). Run at time 24 hour. Product: ClC=1C=C(C=CC1)[C@](CCCNC(C)=O)([C@H]1CNCCC1)O (N-((S)-4-(3-chlorophenyl)-4-hydroxy-4-((R)-piperidin-3-yl)butyl)acetamide). RXN SMILES: [C:1]([NH:4][CH2:5][CH2:6][CH2:7][C@:8]([C@@H:17]1[CH2:22][CH2:21][CH2:20][N:19](C(OC(C)(C)C)=O)[CH2:18]1)([C:10]1[CH:15]=[CH:14][CH:13]=[C:12]([Cl:16])[CH:11]=1)[OH:9])(=[O:3])[CH3:2]>CC#N.Cl>[Cl:16][C:12]1[CH:11]=[C:10]([C@@:8]([OH:9])([C@@H:17]2[CH2:22][CH2:21][CH2:20][NH:19][CH2:18]2)[CH2:7][CH2:6][CH2:5][NH:4][C:1](=[O:3])[CH3:2])[CH:15]=[CH:14][CH:13]=1. Procedure details: A mixture of (R)-tert-butyl 3-((S)-4-acetamido-1-(3-chlorophenyl)-1-hydroxybutyl)-piperidine-1-carboxylate (0.1773 g, 0.4172 mmol) in CH3CN (50 mL) and 2 N aq HCl (45 mL) was vigorously stirred at rt for 24 h. The solvents were removed in vacuo to give the HCl salt of N-((S)-4-(3-chlorophenyl)-4-hydroxy-4-((R)-piperidin-3-yl)butyl)acetamide, which was used in the next step without further purification. LC-MS (3 min) tR=0.91 min, m/z 325, 327 (MH+).